Dataset: the Open Reaction Database (ORD), a public repository of structured organic reaction records. Task: describe an organic reaction: reactants, conditions, products, and yield Reactants: C1OC=2C=C(C=CC2O1)C1NCCC=2C3=CC=CC=C3NC12 (1-(3,4-methylenedioxyphenyl)-2,3,4,9-tetrahydro-1H-β-carboline), Intermediate 7, ClC1=NC=CC=N1 (2-chloropyrimidine). The solvent is CN(C)C=O (DMF), C(C)(=O)OCC (ethyl acetate). The product is C1OC=2C=C(C=CC2O1)C1N(CCC=2C3=CC=CC=C3NC12)C1=NC=CC=N1 (1-(3,4-Methylenedioxvphenyl)-2-(pyrimidin-2-yl)-2,3,4,9-tetrahydro-1H-β-carboline). RXN SMILES: [CH2:1]1[O:9][C:8]2[CH:7]=[CH:6][C:5]([CH:10]3[C:22]4[NH:21][C:20]5[C:15](=[CH:16][CH:17]=[CH:18][CH:19]=5)[C:14]=4[CH2:13][CH2:12][NH:11]3)=[CH:4][C:3]=2[O:2]1.Cl[C:24]1[N:29]=[CH:28][CH:27]=[CH:26][N:25]=1>CN(C=O)C.C(OCC)(=O)C>[CH2:1]1[O:9][C:8]2[CH:7]=[CH:6][C:5]([CH:10]3[C:22]4[NH:21][C:20]5[C:15](=[CH:16][CH:17]=[CH:18][CH:19]=5)[C:14]=4[CH2:13][CH2:12][N:11]3[C:24]3[N:29]=[CH:28][CH:27]=[CH:26][N:25]=3)=[CH:4][C:3]=2[O:2]1. Procedure details: 1-(3,4-methylenedioxyphenyl)-2,3,4,9-tetrahydro-1H-β-carboline (2.3 g, 8.0 mmol) (prepared according to the process as disclosed in WO97/43287, Intermediate 7, page 24) and 2-chloropyrimidine (0.914 g, 8.0 mmol) were stirred in anhydrous DMF (15 mL) at 140° C. for 24 h. The reaction mixture was diluted with ethyl acetate (100 mL) and washed with saturated aqueous NH4Cl solution (100 mL). The aqueous layer was extracted with ethyl acetate (2×50 mL). The combined organic layers were washed with br...